Dataset: the Open Reaction Database (ORD), a public repository of structured organic reaction records. Task: describe an organic reaction: reactants, conditions, products, and yield Reactants: NC1=NC(=C(C(=N1)N)N=O)O (2,4-diamino-6-hydroxy-5-nitrosopyrimidine), NC1=NC(=C(C(=N1)N)N)O (2,4,5-triamino-6-hydroxy-pyrimidine). Solvent: C(=O)O (formic acid). Yields the product NC1=NC(=C(C(=N1)N)NC=O)O (2,4-diamino-5-formylamino-6-hydroxy-pyrimidine). As a reaction SMILES: [NH2:1][C:2]1[N:7]=[C:6]([NH2:8])[C:5]([N:9]=O)=[C:4]([OH:11])[N:3]=1.NC1N=C(N)C(N)=[C:15]([OH:21])N=1>C(O)=O>[NH2:1][C:2]1[N:7]=[C:6]([NH2:8])[C:5]([NH:9][CH:15]=[O:21])=[C:4]([OH:11])[N:3]=1. Procedure: The invention relates to an improved process for the catalytic hydrogenation of 2,4-diamino-6-hydroxy-5-nitrosopyrimidine (DAHNP) and the reaction of the resulting 2,4,5-triamino-6-hydroxy-pyrimidine (TAHP) with formic acid to yield 2,4-diamino-5-formylamino-6-hydroxy-pyrimidine (DAFHP).